From a dataset of the Open Reaction Database (ORD), a public repository of structured organic reaction records. describe an organic reaction: reactants, conditions, products, and yield Solvent: N1CCCCC1 (piperidine). RXN SMILES: [Br:1][C:2]1[CH:3]=[C:4]([CH2:10][C@@H:11]([O:43][C:44]([N:46]2[CH2:51][CH2:50][CH:49]([N:52]3[CH2:58][CH2:57][C:56]4[CH:59]=[CH:60][CH:61]=[CH:62][C:55]=4[NH:54][C:53]3=[O:63])[CH2:48][CH2:47]2)=[O:45])[C:12]([N:14]2[CH2:19][CH2:18][CH:17]([N:20]3[CH2:25][CH2:24][N:23](C(OCC4C5C=CC=CC=5C5C4=CC=CC=5)=O)[CH2:22][CH2:21]3)[CH2:16][CH2:15]2)=[O:13])[CH:5]=[C:6]([Br:9])[C:7]=1[OH:8]>N1CCCCC1>[O:63]=[C:53]1[N:52]([CH:49]2[CH2:48][CH2:47][N:46]([C:44]([O:43][C@H:11]([CH2:10][C:4]3[CH:5]=[C:6]([Br:9])[C:7]([OH:8])=[C:2]([Br:1])[CH:3]=3)[C:12](=[O:13])[N:14]3[CH2:19][CH2:18][CH:17]([N:20]4[CH2:21][CH2:22][NH:23][CH2:24][CH2:25]4)[CH2:16][CH2:15]3)=[O:45])[CH2:51][CH2:50]2)[CH2:58][CH2:57][C:56]2[CH:59]=[CH:60][CH:61]=[CH:62][C:55]=2[NH:54]1. Yields the product O=C1NC2=C(CCN1C1CCN(CC1)C(=O)O[C@@H](C(N1CCC(CC1)N1CCNCC1)=O)CC1=CC(=C(C(=C1)Br)O)Br)C=CC=C2 ((R)-1-(3,5-dibromo-4-hydroxy-benzyl)-2-oxo-2-(4-piperazin-1-yl-piperidin-1-yl)-ethyl 4-(2-oxo-1,2,4,5-tetrahydro-1,3-benzodiazepin-3-yl)-piperidine-1-carboxylate). Procedure details: A solution of 200 mg (0.20 mmol) 9H-fluoren-9-ylmethyl 4-(1-{(R)-3-(3,5-dibromo-4-hydroxy-phenyl)-2-[4-(2-oxo-1,2,4,5-tetrahydro-1,3-benzodiazepin-3-yl)-piperidine-1-carbonyloxy]-propionyl}-piperidin-4-yl)-piperazine-1-carboxylate (Example 133) in 4 mL piperidine was stirred for 30 min at RT. The reaction mixture was evaporated down i.vac. and the residue was purified by chromatography (silica gel, DCM/MeOH/NH3 80:20:2). The reactants are BrC=1C=C(C=C(C1O)Br)C[C@H](C(=O)N1CCC(CC1)N1CCN(CC1)C(=O)OCC1C2=CC=CC=C2C=2C=CC=CC12)OC(=O)N1CCC(CC1)N1C(NC2=C(CC1)C=CC=C2)=O (9H-fluoren-9-ylmethyl 4-(1-{(R)-3-(3,5-dibromo-4-hydroxy-phenyl)-2-[4-(2-oxo-1,2,4,5-tetrahydro-1,3-benzodiazepin-3-yl)-piperidine-1-carbonyloxy]-propionyl}-piperidin-4-yl)-piperazine-1-carboxylate). Starting materials: C(C)(C)(C)OC([C@@H](NC(C1=CC=C(C=C1)CNC(CCSCC(C(C)OC(CCCCCCCCCCCCCCC)=O)OC(CCCCCCCCCCCCCCC)=O)=O)=O)CCC(=O)OC(C)(C)C)=O (4-[6,7-bis(palmitoyloxy)-4-thiaoctanoylaminomethyl]benzoyl-glutamic acid di-t-butyl ester), Example 75, FC(C(=O)O)(F)F (trifiuoroacetic acid). The solvent is C(Cl)Cl (methylene chloride). Conditions: time 4 hour. Yields the product C(CCCCCCCCCCCCCCC)(=O)OC(CSCCC(=O)NCC1=CC=C(C(=O)N[C@@H](CCC(=O)O)C(=O)O)C=C1)C(C)OC(CCCCCCCCCCCCCCC)=O (4-[6,7-bis(palmitoyloxy)-4-thiaoctanoylarninomethyl]benzoyl-glutamic acid). The yield is 99.0%. RXN SMILES: C([O:5][C:6](=[O:73])[C@H:7]([CH2:64][CH2:65][C:66]([O:68]C(C)(C)C)=[O:67])[NH:8][C:9](=[O:63])[C:10]1[CH:15]=[CH:14][C:13]([CH2:16][NH:17][C:18](=[O:62])[CH2:19][CH2:20][S:21][CH2:22][CH:23]([O:44][C:45](=[O:61])[CH2:46][CH2:47][CH2:48][CH2:49][CH2:50][CH2:51][CH2:52][CH2:53][CH2:54][CH2:55][CH2:56][CH2:57][CH2:58][CH2:59][CH3:60])[CH:24]([O:26][C:27](=[O:43])[CH2:28][CH2:29][CH2:30][CH2:31][CH2:32][CH2:33][CH2:34][CH2:35][CH2:36][CH2:37][CH2:38][CH2:39][CH2:40][CH2:41][CH3:42])[CH3:25])=[CH:12][CH:11]=1)(C)(C)C.FC(F)(F)C(O)=O>C(Cl)Cl>[C:45]([O:44][CH:23]([CH:24]([O:26][C:27](=[O:43])[CH2:28][CH2:29][CH2:30][CH2:31][CH2:32][CH2:33][CH2:34][CH2:35][CH2:36][CH2:37][CH2:38][CH2:39][CH2:40][CH2:41][CH3:42])[CH3:25])[CH2:22][S:21][CH2:20][CH2:19][C:18]([NH:17][CH2:16][C:13]1[CH:14]=[CH:15][C:10]([C:9]([NH:8][C@H:7]([C:6]([OH:73])=[O:5])[CH2:64][CH2:65][C:66]([OH:68])=[O:67])=[O:63])=[CH:11][CH:12]=1)=[O:62])(=[O:61])[CH2:46][CH2:47][CH2:48][CH2:49][CH2:50][CH2:51][CH2:52][CH2:53][CH2:54][CH2:55][CH2:56][CH2:57][CH2:58][CH2:59][CH3:60]. Reported procedure: A solution of 4-[6,7-bis(palmitoyloxy)-4-thiaoctanoylaminomethyl]benzoyl-glutamic acid di-t-butyl ester as obtained in Example 75 (574 mg) in methylene chloride (4 ml)-trifiuoroacetic acid (5 ml) was stirred at room temperature for 4 hours, after which the solvent was distilled off under reduced pressure. The residue was recrystallized from methanolwater to yield the title compound (505 mg, yield 99%) as a colorless powder. Starting materials: OS(=O)(=O)[O-].[Na+] (NaHSO4), BrC1=CC=C(CN2C(=NC(=C2C=O)Cl)C2=CC=CC=C2)C=C1 (3-(4-bromobenzyl)-5-chloro-2-phenyl-3H-imidazole-4-carbaldehyde), [Mg] (magnesium), CI (methyl iodide). Solvent: C1CCOC1 (THF), C(C)OCC (diethyl ether). Conditions: time 3 day. The product is BrC1=CC=C(CN2C(=NC(=C2C(C)O)Cl)C2=CC=CC=C2)C=C1 (1-[3-(4-Bromobenzyl)-5-chloro-2-phenyl-3H-imidazol-4-yl]ethanol). Reaction SMILES: [Br:1][C:2]1[CH:22]=[CH:21][C:5]([CH2:6][N:7]2[C:11]([CH:12]=[O:13])=[C:10]([Cl:14])[N:9]=[C:8]2[C:15]2[CH:20]=[CH:19][CH:18]=[CH:17][CH:16]=2)=[CH:4][CH:3]=1.[Mg].[CH3:24]I.OS([O-])(=O)=O.[Na+]>C1COCC1.C(OCC)C>[Br:1][C:2]1[CH:3]=[CH:4][C:5]([CH2:6][N:7]2[C:11]([CH:12]([OH:13])[CH3:24])=[C:10]([Cl:14])[N:9]=[C:8]2[C:15]2[CH:20]=[CH:19][CH:18]=[CH:17][CH:16]=2)=[CH:21][CH:22]=1 |f:3.4|. Reported procedure: 3.8 g of 3-(4-bromobenzyl)-5-chloro-2-phenyl-3H-imidazole-4-carbaldehyde are dissolved in 50 ml of THF and a Grignard solution, prepared from 385 mg of magnesium turnings and 990 μl of methyl iodide in 50 ml of diethyl ether, is slowly added by syringe at RT. The mixture is stirred at RT for 3 days, then 200 ml of a 5% aqueous NaHSO4 solution are added und the mixture is extracted twice using 200 ml of EA each time. The extract is dried over Na2SO4 and the solvent is removed in vacuo. 3.7 g of a... The reactants are FC=1C=CC=C2C(C(NC12)=O)=O (7-fluoroindoline-2,3-dione), C1(=CC=CC=C1)[Mg]Br (phenylmagnesium bromide), CO (methanol), C(=O)(C(F)(F)F)O (TFA). The solvent is C1CCOC1 (THF). Run at time 15 minute. Product: FC=1C=CC=C2C(C(NC12)=O)(C1=CC=CC=C1)O (7-Fluoro-3-hydroxy-3-phenylindolin-2-one). As a reaction SMILES: [F:1][C:2]1[CH:3]=[CH:4][CH:5]=[C:6]2[C:10]=1[NH:9][C:8](=[O:11])[C:7]2=[O:12].[C:13]1([Mg]Br)[CH:18]=[CH:17][CH:16]=[CH:15][CH:14]=1.CO.C(O)(C(F)(F)F)=O>C1COCC1>[F:1][C:2]1[CH:3]=[CH:4][CH:5]=[C:6]2[C:10]=1[NH:9][C:8](=[O:11])[C:7]2([OH:12])[C:13]1[CH:18]=[CH:17][CH:16]=[CH:15][CH:14]=1. Reported procedure: To a stirring solution of 7-fluoroindoline-2,3-dione (12.22 g, 74 mmol) in THF (40 mL) at 0° C. was added phenylmagnesium bromide (148 mL, 148 mmol) dropwise. The reaction mixture was allowed to stir at room temperature for 15 min after the addition was completed. The reaction mixture was quenched with saturated NH4Cl and extracted with EtOAc. The combined extracts were washed with brine, dried (Na2SO4), filtered and concentrated. The residue was purified by silica gel chromatography (EtOAc/hexa...